From a dataset of the Open Reaction Database (ORD), a public repository of structured organic reaction records. describe an organic reaction: reactants, conditions, products, and yield Starting materials: CCCC[N+](CCCC)(CCCC)CCCC, C[Si](C)(C)C#Cc1cc2ccccc2s1, CCOCC, [F-], [F-], Ic1cccs1, [K+], O, O, O. Yields the product C(#Cc1cc2ccccc2s1)c1cccs1. Reaction SMILES: [CH2:20]([N+:21]([CH2:22][CH2:23][CH2:24][CH3:25])([CH2:26][CH2:27][CH2:28][CH3:29])[CH2:30][CH2:31][CH2:32][CH3:33])[CH2:34][CH2:35][CH3:36].[CH3:1][Si:2]([C:3]#[C:4][c:5]1[s:6][c:7]2[c:8]([cH:9]1)[cH:10][cH:11][cH:12][cH:13]2)([CH3:14])[CH3:15].[CH3:45][CH2:46][O:47][CH2:48][CH3:49].[F-:19].[F-:37].[I:39][c:40]1[s:41][cH:42][cH:43][cH:44]1.[K+:38].[OH2:16].[OH2:17].[OH2:18]>>[C:3](#[C:4][c:5]1[s:6][c:7]2[c:8]([cH:9]1)[cH:10][cH:11][cH:12][cH:13]2)[c:40]1[s:41][cH:42][cH:43][cH:44]1. The reactants are CC(Cc1c[nH]c2c(OCC(=O)O)cccc12)NC(=O)OC(C)(C)C, O=C(c1ncc[nH]1)c1ncc[nH]1, CS(N)(=O)=O, CN(C)C=O, C1CCC2=NCCCN2CC1, O. Yields the product CC(Cc1c[nH]c2c(OCC(=O)NS(C)(=O)=O)cccc12)NC(=O)OC(C)(C)C. As a reaction SMILES: [C:1]([CH3:2])([CH3:3])([CH3:4])[O:5][C:6](=[O:7])[NH:8][CH:9]([CH2:10][c:11]1[cH:12][nH:13][c:14]2[c:15]([O:20][CH2:21][C:22](=[O:23])[OH:24])[cH:16][cH:17][cH:18][c:19]12)[CH3:25].[C:26]([c:27]1[nH:28][cH:29][cH:30][n:31]1)([c:32]1[nH:33][cH:34][cH:35][n:36]1)=[O:37].[CH3:38][S:39](=[O:40])(=[O:41])[NH2:42].[CH3:54][N:55]([CH3:56])[CH:57]=[O:58].[N:43]12[CH2:44][CH2:45][CH2:46][N:47]=[C:48]1[CH2:49][CH2:50][CH2:51][CH2:52][CH2:53]2.[OH2:59]>>[C:1]([CH3:2])([CH3:3])([CH3:4])[O:5][C:6](=[O:7])[NH:8][CH:9]([CH2:10][c:11]1[cH:12][nH:13][c:14]2[c:15]([O:20][CH2:21][C:22](=[O:23])[NH:42][S:39]([CH3:38])(=[O:40])=[O:41])[cH:16][cH:17][cH:18][c:19]12)[CH3:25]. The reactants are OC(c1ccc(Cl)cc1)c1ccccc1Cl, O=C(c1ccccc1Cl)c1ccccc1Cl. Product: OC(c1ccccc1Cl)c1ccccc1Cl. As a reaction SMILES: [Cl:17][c:18]1[cH:19][cH:20][cH:21][cH:22][c:23]1[CH:24]([OH:25])[c:26]1[cH:27][cH:28][c:29]([Cl:30])[cH:31][cH:32]1.[Cl:1][c:2]1[c:3]([C:4](=[O:5])[c:6]2[c:7]([Cl:12])[cH:8][cH:9][cH:10][cH:11]2)[cH:13][cH:14][cH:15][cH:16]1>>[Cl:1][c:2]1[c:3]([CH:4]([OH:5])[c:6]2[c:7]([Cl:12])[cH:8][cH:9][cH:10][cH:11]2)[cH:13][cH:14][cH:15][cH:16]1. Reactants: 5-acryloyloxy-2,6-norbornanecarbolactone, ( B ), polymer, CCC(=O)C (MEK), CC(C)(C#N)N=NC(C)(C)C#N (AIBN), CCC(=O)C (MEK), ( A ), N(=NC(C#N)(C)C)C(C#N)(C)C (azobisisobutyronitrile), ( A ), C(C(=C)C)(=O)OC1(C2CC3CC(CC1C3)C2)CC (2-ethyl-2-adamantyl methacrylate), C(C)C(=O)C (methyl ethyl ketone), CCC(=O)C (MEK), ( B ). The solvent is CO (methanol). Conditions: temperature 80 celsius, time 4 hour. The product is resultant polymer, CC(COC)OC(=O)C (PGMEA). Reaction SMILES: C([C:3](C)=[O:4])C.[C:6]([O:11][C:12]1([CH2:22]C)C2CC3CC(C[CH:13]1C3)C2)(=[O:10])[C:7](C)=C.N(C(C)(C)C#N)=NC(C)(C)C#N>CO>[CH3:13][CH:12]([O:11][C:6]([CH3:7])=[O:10])[CH2:22][O:4][CH3:3]. Procedure: A monomer solution was prepared by placing 4800 g of methyl ethyl ketone (hereinafter inscribed as “MEK”) in a tank kept at a nitrogen atmosphere, and dissolving 2080 g of 5-acryloyloxy-2,6-norbornanecarbolactone (hereinafter inscribed as “NLA”) as a repeat unit (B) having a polar group for enhancing adhesion to a semiconductor substrate {hereinafter (B) on a head of the compounds in the examples has the same meaning as this} and 2480 g of 2-ethyl-2-adamantyl methacrylate (hereinafter inscribed ... Starting materials: CC(C)c1nn(Cc2ccc(Br)cc2)c(=O)c(C(=O)NCC(=O)O)c1O, O=C([O-])[O-], C1COCCO1, CN1CCN(c2ccc(B3OC(C)(C)C(C)(C)O3)cn2)CC1, Cl, [K+], [K+], O, c1ccc(P(c2ccccc2)(c2ccccc2)[Pd](P(c2ccccc2)(c2ccccc2)c2ccccc2)(P(c2ccccc2)(c2ccccc2)c2ccccc2)P(c2ccccc2)(c2ccccc2)c2ccccc2)cc1. Product: CC(C)c1nn(Cc2ccc(-c3ccc(N4CCN(C)CC4)nc3)cc2)c(=O)c(C(=O)NCC(=O)O)c1O. As a reaction SMILES: [Br:1][c:2]1[cH:3][cH:4][c:5]([CH2:8][n:9]2[n:10][c:11]([CH:24]([CH3:25])[CH3:26])[c:12]([OH:23])[c:13]([C:16](=[O:17])[NH:18][CH2:19][C:20](=[O:21])[OH:22])[c:14]2=[O:15])[cH:6][cH:7]1.[C:49](=[O:50])([O-:51])[O-:52].[CH2:56]1[O:57][CH2:58][CH2:59][O:60][CH2:61]1.[CH3:27][N:28]1[CH2:29][CH2:30][N:31]([c:34]2[n:35][cH:36][c:37]([B:40]3[O:41][C:42]([CH3:43])([CH3:44])[C:45]([CH3:46])([CH3:47])[O:48]3)[cH:38][cH:39]2)[CH2:32][CH2:33]1.[ClH:55].[K+:53].[K+:54].[OH2:62].[cH:63]1[cH:64][cH:65][c:66]([P:67]([Pd:68]([P:69]([c:70]2[cH:71][cH:72][cH:73][cH:74][cH:75]2)([c:76]2[cH:77][cH:78][cH:79][cH:80][cH:81]2)[c:82]2[cH:83][cH:84][cH:85][cH:86][cH:87]2)([P:88]([c:89]2[cH:90][cH:91][cH:92][cH:93][cH:94]2)([c:95]2[cH:96][cH:97][cH:98][cH:99][cH:100]2)[c:101]2[cH:102][cH:103][cH:104][cH:105][cH:106]2)[P:107]([c:108]2[cH:109][cH:110][cH:111][cH:112][cH:113]2)([c:114]2[cH:115][cH:116][cH:117][cH:118][cH:119]2)[c:120]2[cH:121][cH:122][cH:123][cH:124][cH:125]2)([c:126]2[cH:127][cH:128][cH:129][cH:130][cH:131]2)[c:132]2[cH:133][cH:134][cH:135][cH:136][cH:137]2)[cH:138][cH:139]1>>[c:2]1(-[c:37]2[cH:36][n:35][c:34]([N:31]3[CH2:30][CH2:29][N:28]([CH3:27])[CH2:33][CH2:32]3)[cH:39][cH:38]2)[cH:3][cH:4][c:5]([CH2:8][n:9]2[n:10][c:11]([CH:24]([CH3:25])[CH3:26])[c:12]([OH:23])[c:13]([C:16](=[O:17])[NH:18][CH2:19][C:20](=[O:21])[OH:22])[c:14]2=[O:15])[cH:6][cH:7]1. Procedure: Following the procedure described in EXAMPLE 10.21, and making non-critical variations using spiro[furo[2,3-f][1,3]benzodioxole-7,3′-indol]-2′(1′H)-one to replace 5,5-dimethyl-5,6-dihydrospiro[benzo[1,2-b:5,4-b′]difuran-3,3′-indol]-2′(1′H)-one, and 1-(bromomethyl)-2-(trifluoromethoxy)benzene to replace 2-(bromomethyl)-5-(trifluoromethyl)furan, the title compound was obtained (77%) as a white solid: mp 130-135° C.; MS (ES+) m/z 456.3 (M+1). Starting materials: N1C(C2(C3=CC=CC=C13)COC=1C2=CC2=C(OCO2)C1)=O (spiro[furo[2,3-f][1,3]benzodioxole-7,3′-indol]-2′(1′H)-one), BrCC=1OC(=CC1)C(F)(F)F (2-(bromomethyl)-5-(trifluoromethyl)furan), CC1(C=2C(OC1)=CC=1OCC3(C(NC4=CC=CC=C34)=O)C1C2)C (5,5-dimethyl-5,6-dihydrospiro[benzo[1,2-b:5,4-b′]difuran-3,3′-indol]-2′(1′H)-one), BrCC1=C(C=CC=C1)OC(F)(F)F (1-(bromomethyl)-2-(trifluoromethoxy)benzene). Reaction SMILES: [NH:1]1[C:9]2[C:4](=[CH:5][CH:6]=[CH:7][CH:8]=2)[C:3]2([C:13]3=[CH:14][C:15]4[O:19][CH2:18][O:17][C:16]=4[CH:20]=[C:12]3[O:11][CH2:10]2)[C:2]1=[O:21].CC1(C)COC2=CC3OCC4(C=3C=C12)C1C(=CC=CC=1)NC4=O.Br[CH2:46][C:47]1[CH:52]=[CH:51][CH:50]=[CH:49][C:48]=1[O:53][C:54]([F:57])([F:56])[F:55].BrCC1OC(C(F)(F)F)=CC=1>>[F:55][C:54]([F:56])([F:57])[O:53][C:48]1[CH:49]=[CH:50][CH:51]=[CH:52][C:47]=1[CH2:46][N:1]1[C:9]2[C:4](=[CH:5][CH:6]=[CH:7][CH:8]=2)[C:3]2([C:13]3=[CH:14][C:15]4[O:19][CH2:18][O:17][C:16]=4[CH:20]=[C:12]3[O:11][CH2:10]2)[C:2]1=[O:21]. The product is FC(OC1=C(CN2C(C3(C4=CC=CC=C24)COC=2C3=CC3=C(OCO3)C2)=O)C=CC=C1)(F)F (1′[2-(trifluoromethoxy)benzyl]spiro[furo[2,3-f][1,3]benzodioxole-7,3′-indol]-2′(1′H)-one). Starting materials: C(C)(C)(C)OC(=O)N1CCC(CC1)C(=O)C1=NC2=C(N1CC=1OC(=CC1)CO[Si](C)(C)C(C)(C)C)C=CC=C2 (1-(t-butoxycarbonyl)-4-(1-(5-(t-butyldimethylsilyloxy)methylfur-2-ylmethyl)-1H-benzimidazole-2-carbonyl)piperidine), O (water), CO (methanol), [F-].[NH4+] (ammonium fluoride). Run in ClCCl (dichloromethane). Reaction conditions: time 20 hour. Product: C(C)(C)(C)OC(=O)N1CCC(CC1)C(=O)C1=NC2=C(N1CC=1OC(=CC1)CO)C=CC=C2 (1-(t-butoxycarbonyl)-4-(1-(5-hydroxymethylfur-2-ylmethyl)-1H-benzimidazole-2-carbonyl)piperidine). As a reaction SMILES: [C:1]([O:5][C:6]([N:8]1[CH2:13][CH2:12][CH:11]([C:14]([C:16]2[N:20]([CH2:21][C:22]3[O:23][C:24]([CH2:27][O:28][Si](C(C)(C)C)(C)C)=[CH:25][CH:26]=3)[C:19]3[CH:36]=[CH:37][CH:38]=[CH:39][C:18]=3[N:17]=2)=[O:15])[CH2:10][CH2:9]1)=[O:7])([CH3:4])([CH3:3])[CH3:2].CO.[F-].[NH4+].O>ClCCl>[C:1]([O:5][C:6]([N:8]1[CH2:9][CH2:10][CH:11]([C:14]([C:16]2[N:20]([CH2:21][C:22]3[O:23][C:24]([CH2:27][OH:28])=[CH:25][CH:26]=3)[C:19]3[CH:36]=[CH:37][CH:38]=[CH:39][C:18]=3[N:17]=2)=[O:15])[CH2:12][CH2:13]1)=[O:7])([CH3:4])([CH3:2])[CH3:3] |f:2.3|. Procedure details: Combine 1-(t-butoxycarbonyl)-4-(1-(5-(t-butyldimethylsilyloxy)methylfur-2-ylmethyl)-1H-benzimidazole-2-carbonyl)piperidine (7 mmol) and methanol (40 mL). Add ammonium fluoride (42 mmol). Heat to reflux. After 20 hours, concentrate in vacuo to give a residue. Combine the residue with water and dichloromethane. Separate the layers and extract the aqueous layer twice with dichloromethane. Combine the organic layers and dry over Na2SO4, filter, and concentrate in vacuo to give 1-(t-butoxycarbonyl)-4... The reactants are N1C[C@@H](CC1)O ((R)-(+)-3-pyrrolidinol), ClCC(=O)Cl (Chloroacetyl chloride), Cl.Cl.ClC=1C(=C(NC2=NC=NC3=CC(=C(C=C23)OC2CNCCC2)OC)C=CC1)F (4-(3-Chloro-2-fluoroanilino)-7-methoxy-6-(piperidin-3-yloxy)quinazoline dihydrochloride), C(C)(C)N(CC)C(C)C (diisopropylethylamine). The solvent is C(Cl)Cl (methylene chloride), C(Cl)Cl (methylene chloride). Reaction conditions: time 1 hour. Product: ClC=1C(=C(NC2=NC=NC3=CC(=C(C=C23)OC2CN(CCC2)C(CN2C[C@@H](CC2)O)=O)OC)C=CC1)F (4-(3-Chloro-2-fluoroanilino)-7-methoxy-6-{1-[[(3R)-3-hydroxypyrrolidin-1-yl]acetyl]piperidin-3-yloxy}quinazoline). As a reaction SMILES: Cl[CH2:2][C:3](Cl)=[O:4].Cl.Cl.[Cl:8][C:9]1[C:10]([F:35])=[C:11]([CH:32]=[CH:33][CH:34]=1)[NH:12][C:13]1[C:22]2[C:17](=[CH:18][C:19]([O:30][CH3:31])=[C:20]([O:23][CH:24]3[CH2:29][CH2:28][CH2:27][NH:26][CH2:25]3)[CH:21]=2)[N:16]=[CH:15][N:14]=1.C(N(C(C)C)CC)(C)C.[NH:45]1[CH2:49][CH2:48][C@@H:47]([OH:50])[CH2:46]1>C(Cl)Cl>[Cl:8][C:9]1[C:10]([F:35])=[C:11]([CH:32]=[CH:33][CH:34]=1)[NH:12][C:13]1[C:22]2[C:17](=[CH:18][C:19]([O:30][CH3:31])=[C:20]([O:23][CH:24]3[CH2:29][CH2:28][CH2:27][N:26]([C:3](=[O:4])[CH2:2][N:45]4[CH2:49][CH2:48][C@@H:47]([OH:50])[CH2:46]4)[CH2:25]3)[CH:21]=2)[N:16]=[CH:15][N:14]=1 |f:1.2.3|. Reported procedure: Chloroacetyl chloride (47 μl) was added to a solution of 4-(3-Chloro-2-fluoroanilino)-7-methoxy-6-(piperidin-3-yloxy)quinazoline dihydrochloride (250 mg) and diisopropylethylamine (373 μl) in methylene chloride (10 ml) and the mixture was stirred at room temperature for 1 hour. (R)-(+)-3-pyrrolidinol (202 mg) was added, and the solution stirred for 1 hour before being washed with saturated aqueous sodium bicarbonate (10 ml) and purified by flash column chromatography eluting with increasingly po...